The task is: describe an organic reaction: reactants, conditions, products, and yield. This data is from the Open Reaction Database (ORD), a public repository of structured organic reaction records. The reactants are ClCCl, CS(=O)(=O)Cl, CCC(C)(C)Nc1cccnc1N1CCN(C(=O)c2cc3cc(N)ccc3[nH]2)CC1, O, c1ccncc1. Yields the product CCC(C)(C)Nc1cccnc1N1CCN(C(=O)c2cc3cc(NS(C)(=O)=O)ccc3[nH]2)CC1. Reaction SMILES: [CH2:42]([Cl:43])[Cl:44].[CH3:37][S:38]([Cl:39])(=[O:40])=[O:41].[NH2:1][c:2]1[cH:3][c:4]2[cH:5][c:6]([C:11](=[O:12])[N:13]3[CH2:14][CH2:15][N:16]([c:19]4[n:20][cH:21][cH:22][cH:23][c:24]4[NH:25][C:26]([CH2:27][CH3:28])([CH3:29])[CH3:30])[CH2:17][CH2:18]3)[nH:7][c:8]2[cH:9][cH:10]1.[OH2:45].[cH:31]1[cH:32][cH:33][n:34][cH:35][cH:36]1>>[NH:1]([c:2]1[cH:3][c:4]2[cH:5][c:6]([C:11](=[O:12])[N:13]3[CH2:14][CH2:15][N:16]([c:19]4[n:20][cH:21][cH:22][cH:23][c:24]4[NH:25][C:26]([CH2:27][CH3:28])([CH3:29])[CH3:30])[CH2:17][CH2:18]3)[nH:7][c:8]2[cH:9][cH:10]1)[S:38]([CH3:37])(=[O:40])=[O:41].